Dataset: the Open Reaction Database (ORD), a public repository of structured organic reaction records. Task: describe an organic reaction: reactants, conditions, products, and yield Reactants: ClC=1C(=NC=NC1C(C)O)NC(C)C1=CC=C(C=C1)OC(F)F (5-chloro-6-(1-hydroxyethyl)-4-[1-(4-difluoromethoxyphenyl)-ethylamino]pyrimidine), C(C)N(CC)S(F)(F)F (diethylaminosulfur trifluoride). Solvent: ClCCl (dichloromethane). Conditions: time 1 hour. Yields the product ClC=1C(=NC=NC1C(C)F)NC(C)C1=CC=C(C=C1)OC(F)F (5-chloro-6-(1-fluoroethyl)-4-[1-(4-difluoromethoxyphenyl)ethylamino]pyrimidine). Reaction SMILES: [Cl:1][C:2]1[C:3]([NH:11][CH:12]([C:14]2[CH:19]=[CH:18][C:17]([O:20][CH:21]([F:23])[F:22])=[CH:16][CH:15]=2)[CH3:13])=[N:4][CH:5]=[N:6][C:7]=1[CH:8](O)[CH3:9].C(N(S(F)(F)[F:30])CC)C>ClCCl>[Cl:1][C:2]1[C:3]([NH:11][CH:12]([C:14]2[CH:19]=[CH:18][C:17]([O:20][CH:21]([F:23])[F:22])=[CH:16][CH:15]=2)[CH3:13])=[N:4][CH:5]=[N:6][C:7]=1[CH:8]([F:30])[CH3:9]. Procedure: In 30 ml of dichloromethane was dissolved 1.0 g of 5-chloro-6-(1-hydroxyethyl)-4-[1-(4-difluoromethoxyphenyl)-ethylamino]pyrimidine, and to the mixture was added dropwise 0.4 g of diethylaminosulfur trifluoride under ice cooling. The mixture was stirred at room temperature for 1 hour. Reactants: Br, O=C(CCC1OCCCO1)c1ccc(Br)cc1, CC(C)(C)OC(=O)N1CCCC1C(=O)O, C1COCCO1, CCOCC, CCN(C(C)C)C(C)C. The product is CC(C)(C)OC(=O)N1CCCC1C(=O)OC(CC1OCCCO1)C(=O)c1ccc(Br)cc1. RXN SMILES: [Br:1].[Br:2][c:3]1[cH:4][cH:5][c:6]([C:9]([CH2:10][CH2:11][CH:12]2[O:13][CH2:14][CH2:15][CH2:16][O:17]2)=[O:18])[cH:7][cH:8]1.[C:19](=[O:20])([O:21][C:22]([CH3:23])([CH3:24])[CH3:25])[N:26]1[CH:27]([C:28](=[O:29])[OH:30])[CH2:31][CH2:32][CH2:33]1.[CH2:48]1[O:49][CH2:50][CH2:51][O:52][CH2:53]1.[CH3:43][CH2:44][O:45][CH2:46][CH3:47].[CH:34]([N:35]([CH2:36][CH3:37])[CH:38]([CH3:39])[CH3:40])([CH3:41])[CH3:42]>>[Br:2][c:3]1[cH:4][cH:5][c:6]([C:9]([CH:10]([CH2:11][CH:12]2[O:13][CH2:14][CH2:15][CH2:16][O:17]2)[O:30][C:28]([CH:27]2[N:26]([C:19](=[O:20])[O:21][C:22]([CH3:23])([CH3:24])[CH3:25])[CH2:33][CH2:32][CH2:31]2)=[O:29])=[O:18])[cH:7][cH:8]1. Reactants: [N+](=O)([O-])C1=CC=C(COC(C(C(C)=C)N2C(C(C2SSC=2SC3=C(N2)C=CC=C3)NC(COC3=CC=CC=C3)=O)=O)=O)C=C1 (2-[4-(benzthiazol-2-yldithio)-3-phenoxyacetamido-2-oxoazetidin-1-yl]-3-methylenebutyric acid p-nitrobenzyl ester). Reagents/catalysts: C1(=CC=C(C=C1)S(=O)[O-])C.[Ag+] (silver p-toluenesulphinate). Solvent: CC(=O)C.O (acetone water). Conditions: time 1 hour. Yields the product [N+](=O)([O-])C1=CC=C(COC(CC(C)=C)=O)C=C1 (3-methylenebutyric acid p-nitrobenzyl ester). As a reaction SMILES: [N+:1]([C:4]1[CH:44]=[CH:43][C:7]([CH2:8][O:9][C:10](=[O:42])[CH:11](N2C(SSC3SC4C=CC=CC=4N=3)C(NC(=O)COC3C=CC=CC=3)C2=O)[C:12](=[CH2:14])[CH3:13])=[CH:6][CH:5]=1)([O-:3])=[O:2]>CC(C)=O.O.C1(C)C=CC(S([O-])=O)=CC=1.[Ag+]>[N+:1]([C:4]1[CH:5]=[CH:6][C:7]([CH2:8][O:9][C:10](=[O:42])[CH2:11][C:12](=[CH2:13])[CH3:14])=[CH:43][CH:44]=1)([O-:3])=[O:2] |f:1.2,3.4|. Reported procedure: (ci) 1.58 g (1.2 equivalents) of silver p-toluenesulphinate are added in portions, in the course of 10 minutes, to a solution of 3.25 g (5.0 mmols) of 2-[4-(benzthiazol-2-yldithio)-3-phenoxyacetamido-2-oxoazetidin-1-yl]-3-methylenebutyric acid p-nitrobenzyl ester in 200 ml of acetone/water, 8:1 (v/v). The suspension is stirred for one hour at room temperature, filtered and further processed as described in Example 1c). 2-[4-(p]Toluenesulphonylthio)-3-phenoxyacetamido-2-oxoazetidin-1-yl]-3-methyl... The reactants are C(C)OC(COC1=C(C=CC=C1)CC=C)=O ((2-allyl-phenoxy)-acetic acid ethyl ester), [H][H] (hydrogen). Reagents/catalysts: [Pd] (Pd/C). Solvent: C(C)O (ethanol). Yields the product C(C)OC(COC1=C(C=CC=C1)CCC)=O ((2-Propyl-phenoxy)-acetic acid ethyl ester). Isolated yield 97.5%. RXN SMILES: [CH2:1]([O:3][C:4](=[O:16])[CH2:5][O:6][C:7]1[CH:12]=[CH:11][CH:10]=[CH:9][C:8]=1[CH2:13][CH:14]=[CH2:15])[CH3:2].[H][H]>C(O)C.[Pd]>[CH2:1]([O:3][C:4](=[O:16])[CH2:5][O:6][C:7]1[CH:12]=[CH:11][CH:10]=[CH:9][C:8]=1[CH2:13][CH2:14][CH3:15])[CH3:2]. Reported procedure: A solution of (2-allyl-phenoxy)-acetic acid ethyl ester (5.8 g, 26.3 mmol) in ethanol (200 mL) was treated with 5% Pd/C (59 mg) and hydrogen at ambient temperature for overnight. The mixture was filtered and concentrated to give the title compound (5.7 g, 98%). 1H NMR (400 MHz, CDCl3) • 7.16˜7.10 (m, 2H), 6.94˜6.89 (m, 1H), 6.71 (d, J=8.1 Hz, 1H), 4.53 (s, 2H), 4.26 (q, J=7.2 Hz, 2H), 2.65 (t, J=7.7 Hz, 2H), 1.71˜1.60 (m, 2H), 1.29 (t, J=7.0 Hz, 2H), 0.96 (t, J=7.0 Hz, 3H); MS (ES) m/e 406.18 (M...